Task: describe an organic reaction: reactants, conditions, products, and yield. Dataset: the Open Reaction Database (ORD), a public repository of structured organic reaction records The reactants are C=CCOC(CC=C)CC1COC(C)(C)N1C(=O)OC(C)(C)C, ClCCl. Product: CC(C)(C)OC(=O)N1C(CC2CC=CCO2)COC1(C)C. RXN SMILES: [C:1]([CH3:2])([CH3:3])([CH3:4])[O:5][C:6](=[O:7])[N:8]1[C:9]([CH3:22])([CH3:23])[O:10][CH2:11][CH:12]1[CH2:13][CH:14]([CH2:15][CH:16]=[CH2:17])[O:18][CH2:19][CH:20]=[CH2:21].[Cl:24][CH2:25][Cl:26]>>[C:1]([CH3:2])([CH3:3])([CH3:4])[O:5][C:6](=[O:7])[N:8]1[C:9]([CH3:22])([CH3:23])[O:10][CH2:11][CH:12]1[CH2:13][CH:14]1[CH2:15][CH:21]=[CH:20][CH2:19][O:18]1. Reactants: ( e ), ( c ), C(CN)C(O)(P(=O)(O)O)P(=O)(O)O (pamidronic acid), [OH-].[Na+] (sodium hydroxide), [OH-].[K+] (potassium hydroxide), ( f ), C(CN)C(O)(P(=O)(O)O)P(=O)(O)O (pamidronic acid), [OH-].[Na+] (sodium hydroxide), [OH-].[K+] (potassium hydroxide), ( d ), resultant solution. Yields the product C(CN)C(O)(P(=O)(O)[O-])P(=O)(O)[O-].[Na+].[Na+] (pamidronate disodium), pamidronate dipotassium. RXN SMILES: [CH2:1]([C:4]([P:10]([OH:13])([OH:12])=[O:11])([P:6]([OH:9])([OH:8])=[O:7])[OH:5])[CH2:2][NH2:3].[OH-].[Na+:15].[OH-].[K+]>>[CH2:1]([C:4]([P:10]([O-:13])([OH:12])=[O:11])([P:6]([O-:8])([OH:9])=[O:7])[OH:5])[CH2:2][NH2:3].[Na+:15].[Na+:15] |f:1.2,3.4,5.6.7|. Procedure details: In another embodiment, the invention is directed to a method for preparing a packaged liquid pamidronate alkaline salt composition by (a) combining a sugar with water; (b) combining the mixture of step (a) with pamidronic acid to form a pamidronic acid slurry; (c) adding to the pamidronic acid slurry sufficient aqueous solution of sodium hydroxide or potassium hydroxide to yield a solution having a pH of about 8.5; (d) adding to the resultant solution a pharmaceutically acceptable acid in an amo...